The task is: describe an organic reaction: reactants, conditions, products, and yield. This data is from the Open Reaction Database (ORD), a public repository of structured organic reaction records. Starting materials: FC(C1=CC=C(C=C1)C1=CC=C(C=C1)C(CCCCCC)O)(F)F (1-(4′-trifluoromethyl-biphenyl-4-yl)-heptan-1-ol), C(CCC)P(CCCC)CCCC (tributyl-phosphane), C(C)(=O)OCC (ethyl acetate), C(C)OC(CCNC(C1=CC(=C(C=C1)O)F)=O)=O (3-(3-Fluoro-4-hydroxy-benzoylamino)-propionic acid ethyl ester), 1,1′(diazocarbonyl)dipiperidine. Solvent: C1(=CC=CC=C1)C (toluene). Run at time 18 hour. Yields the product C(C)OC(CCNC(C1=CC(=C(C=C1)OC(CCCCCC)C1=CC=C(C=C1)C1=CC=C(C=C1)C(F)(F)F)F)=O)=O (3-{3-Fluoro-4-[1-(4′-trifluoromethyl-biphenyl-4-yl)-heptyloxy]-benzoylamino}-propionic acid ethyl ester). Yield: 90.1%. RXN SMILES: [F:1][C:2]([F:24])([F:23])[C:3]1[CH:8]=[CH:7][C:6]([C:9]2[CH:14]=[CH:13][C:12]([CH:15]([OH:22])[CH2:16][CH2:17][CH2:18][CH2:19][CH2:20][CH3:21])=[CH:11][CH:10]=2)=[CH:5][CH:4]=1.[CH2:25]([O:27][C:28](=[O:42])[CH2:29][CH2:30][NH:31][C:32](=[O:41])[C:33]1[CH:38]=[CH:37][C:36](O)=[C:35]([F:40])[CH:34]=1)[CH3:26].C(P(CCCC)CCCC)CCC.C(OCC)(=O)C>C1(C)C=CC=CC=1>[CH2:25]([O:27][C:28](=[O:42])[CH2:29][CH2:30][NH:31][C:32](=[O:41])[C:33]1[CH:38]=[CH:37][C:36]([O:22][CH:15]([C:12]2[CH:13]=[CH:14][C:9]([C:6]3[CH:5]=[CH:4][C:3]([C:2]([F:23])([F:24])[F:1])=[CH:8][CH:7]=3)=[CH:10][CH:11]=2)[CH2:16][CH2:17][CH2:18][CH2:19][CH2:20][CH3:21])=[C:35]([F:40])[CH:34]=1)[CH3:26]. Procedure: Combine 1-(4′-trifluoromethyl-biphenyl-4-yl)-heptan-1-ol (0.257 g, 0.76 mmol) and 3-(3-Fluoro-4-hydroxy-benzoylamino)-propionic acid ethyl ester (0.150 g, 0.59 mmol) in toluene (3.0 mL). Add 1,1′(diazocarbonyl)dipiperidine (0.223 g, 0.88 mmol) followed by tributyl-phosphane (0.22 mL, 0.88 mmol) under inert atmosphere. Stir at room temperature for 18 hours. Dilute reaction with ethyl acetate filter and remove solvent under reduced pressure. Purify on silica gel chromatography (0-70% Ethyl acetate... The reactants are ice water, C1(=CC=CC=C1)CC1=NOC(N1)=O (3-(phenylmethyl)-1,2,4-oxadiazol-5(4H)-one), CI (methyl iodide), C[O-].[Na+] (sodium methylate). Solvent: CO (methanol). Product: CN1C(=NOC1=O)CC1=CC=CC=C1 (4-methyl-3-(phenylmethyl)-1,2,4-oxadiazol-5(4H)-one). Reaction SMILES: [C:1]1([CH2:7][C:8]2[NH:12][C:11](=[O:13])[O:10][N:9]=2)[CH:6]=[CH:5][CH:4]=[CH:3][CH:2]=1.[CH3:14][O-].[Na+].CI>CO>[CH3:14][N:12]1[C:11](=[O:13])[O:10][N:9]=[C:8]1[CH2:7][C:1]1[CH:2]=[CH:3][CH:4]=[CH:5][CH:6]=1 |f:1.2|. Reported procedure: 35.2 g. (0.2 moles) of 3-(phenylmethyl)-1,2,4-oxadiazol-5(4H)-one obtained in Example 1 (a) are dissolved in 100 ml of methanol and 110 ml. (0.22 moles) of 2N sodium methylate solution are added. The solution is evaporated to dryness and the residue is dissolved in 200 ml. of anhydrous dimethylformamide. 35.5 g. (0.25 moles) of methyl iodide are added dropwise while cooling with ice water and stirring. The reaction mixture warms slightly and is stirred overnight at room temperature. The reaction... Starting materials: ClCCCN1S(C=2C3=C1C=CC=C3C=CC2)(=O)=O (2-(3-chloropropyl)naphtho[1,8-cd]isothiazole 1,1-dioxide), OC1(CCNCC1)C1=CC=C(C=C1)C (4-hydroxy-4-(4-methylphenyl)piperidine), C([O-])(O)=O.[Na+] (sodium bicarbonate), CN(C=O)C (dimethylformamide). The solvent is O1CCCC1 (tetrahydrofuran). Reaction conditions: temperature 100 celsius. Product: CC1=CC=C(C=C1)C1(CCN(CC1)CCCN1S(C=2C3=C1C=CC=C3C=CC2)(=O)=O)O (2-{3-[4-(4-methylphenyl)-4-hydroxypiperidino ]propyl}naphtho[1,8-cd]isothiazole 1,1-dioxide), 1,1-dioxide. Isolated yield 23.0%. Reaction SMILES: Cl[CH2:2][CH2:3][CH2:4][N:5]1[C:9]2[CH:10]=[CH:11][CH:12]=[C:13]3[CH:14]=[CH:15][CH:16]=[C:7]([C:8]=23)[S:6]1(=[O:18])=[O:17].[OH:19][C:20]1([C:26]2[CH:31]=[CH:30][C:29]([CH3:32])=[CH:28][CH:27]=2)[CH2:25][CH2:24][NH:23][CH2:22][CH2:21]1.C(=O)(O)[O-].[Na+].CN(C)C=O>O1CCCC1>[CH3:32][C:29]1[CH:28]=[CH:27][C:26]([C:20]2([OH:19])[CH2:25][CH2:24][N:23]([CH2:2][CH2:3][CH2:4][N:5]3[C:9]4[CH:10]=[CH:11][CH:12]=[C:13]5[CH:14]=[CH:15][CH:16]=[C:7]([C:8]=45)[S:6]3(=[O:18])=[O:17])[CH2:22][CH2:21]2)=[CH:31][CH:30]=1 |f:2.3|. Procedure: The experiment is carried out as in Example 1, starting with 2-(3-chloropropyl)naphtho[1,8-cd]isothiazole 1,1-dioxide (2,8 g), 4-hydroxy-4-(4-methylphenyl)piperidine (2.1 g) and sodium bicarbonate (0.94 g) i mixture of dimethylformamide (60 cc) and tetrahydrofuran (50 cc). The mixture is heated for 5 hours at a temperature of about 100° C. then cooled to a temperature of about 20° C. Stirring is maintained for 15 hours at this temperature. After purification by flash-chromatography on a silica c... Starting materials: CC(C)C[AlH]CC(C)C, CCOC(=O)C=C(C)c1ccc(-c2ccc(C(C)C)cc2)cc1. The product is CC(=CCO)c1ccc(-c2ccc(C(C)C)cc2)cc1. RXN SMILES: [CH3:1][CH:2]([CH2:3][AlH:4][CH2:5][CH:6]([CH3:7])[CH3:8])[CH3:9].[CH:10]([CH3:11])([CH3:12])[c:13]1[cH:14][cH:15][c:16](-[c:19]2[cH:20][cH:21][c:22]([C:25](=[CH:26][C:27](=[O:28])[O:29][CH2:30][CH3:31])[CH3:32])[cH:23][cH:24]2)[cH:17][cH:18]1>>[CH:10]([CH3:11])([CH3:12])[c:13]1[cH:14][cH:15][c:16](-[c:19]2[cH:20][cH:21][c:22]([C:25](=[CH:26][CH2:27][OH:28])[CH3:32])[cH:23][cH:24]2)[cH:17][cH:18]1. Reactants: C(=O)[O-].[NH4+] (ammonium formate), CN1CCN(CC1)C1=CC(=C(C=C1)[N+](=O)[O-])C (1-Methyl-4-(3-methyl-4-nitro-phenyl)-piperazine), COC(N(C)C)OC (N,N-dimethylformamide dimethyl acetal), N1CCCC1 (pyrrolidine). Reagents/catalysts: [Pd] (Palladium). Run in CN(C=O)C (N,N-dimethylformamide). Reaction conditions: temperature 50 celsius. Product: CN1CCN(CC1)C=1C=C2C=CNC2=CC1 (5-(4-Methyl-piperazin-1-yl)-1H-indole). RXN SMILES: [CH3:1][N:2]1[CH2:7][CH2:6][N:5]([C:8]2[CH:13]=[CH:12][C:11]([N+:14]([O-])=O)=[C:10]([CH3:17])[CH:9]=2)[CH2:4][CH2:3]1.[CH3:18]OC(OC)N(C)C.N1CCCC1.C([O-])=O.[NH4+]>CN(C)C=O.[Pd]>[CH3:1][N:2]1[CH2:7][CH2:6][N:5]([C:8]2[CH:9]=[C:10]3[C:11](=[CH:12][CH:13]=2)[NH:14][CH:18]=[CH:17]3)[CH2:4][CH2:3]1 |f:3.4|. Procedure details: A solution of 1-methyl-4-(3-methyl-4-nitro-phenyl)-piperazine (10a), (2.63 g, 11.2 mmol), N,N-dimethylformamide dimethyl acetal (4.7 mL, 35.84 mmol) and pyrrolidine (1.5 mL, 17.9 mmol) in anhydrous N,N-dimethylformamide (20 mL) was heated at 120° C. for 18 hours. The reaction mixture was concentrated in vacuo, taken up in ethanol (50 mL) containing 2 mL of water and to this was added ammonium formate (3.67 g, 58.2 mmol). Palladium, 10 wt. % on activated carbon (0.84 g) was added and the suspensi... As a reaction SMILES: [C:1]([NH:4][C:5]1[CH:6]=[CH:7][C:8]([OH:19])=[C:9]([CH:18]=1)[C:10]([CH2:12][CH2:13][C:14]([O:16][CH3:17])=[O:15])=[O:11])(=[O:3])[CH3:2].[CH2:20]([CH:22]1[O:24][CH2:23]1)Br>C(C(C)=O)C>[C:1]([NH:4][C:5]1[CH:6]=[CH:7][C:8]([O:19][CH2:20][CH:22]2[O:24][CH2:23]2)=[C:9]([CH:18]=1)[C:10]([CH2:12][CH2:13][C:14]([O:16][CH3:17])=[O:15])=[O:11])(=[O:3])[CH3:2]. Run in C(C)C(=O)C (methyl ethyl ketone). Procedure: Methyl 3-(5-acetamido-2-hydroxybenzoyl)propionate (0.75g) anhydrous potassium carbonate (0.39g), epibromohydrin (0.78g) and dry methyl ethyl ketone (20 ml) were stirred and heated under reflux for 16 hours. The cooled reaction mixture was filtered, the filtrate evaporated under reduced pressure and the residual oil purified by elution from a silica column with chloroform/methanol. Methyl 3-[5-acetamido-2-(2,3-epoxypropoxy)benzoyl]propionate was obtained as an oil which solidified, (0.52g, 57%, m... Reactants: C(C)(=O)NC=1C=CC(=C(C(=O)CCC(=O)OC)C1)O (Methyl 3-(5-acetamido-2-hydroxybenzoyl)propionate), C(Br)C1CO1 (epibromohydrin). The product is C(C)(=O)NC=1C=CC(=C(C(=O)CCC(=O)OC)C1)OCC1CO1 (Methyl 3-[5-acetamido-2-(2,3-epoxypropoxy)benzoyl]propionate).